The task is: describe an organic reaction: reactants, conditions, products, and yield. This data is from the Open Reaction Database (ORD), a public repository of structured organic reaction records. Reactants: C(C1=CC=CC=C1)(C1=CC=CC=C1)N1[C@H]([C@@H](C1)O)C (racemic-(trans)-1-benzhydryl-2-methylazetidin-3-ol), IC (iodomethane), [H-].[Na+] (sodium hydride), O (water). The solvent is C1CCOC1 (THF). Conditions: time 1.5 hour. Yields the product C(C1=CC=CC=C1)(C1=CC=CC=C1)N1[C@H]([C@@H](C1)OC)C (Racemic-(trans)-1-benzhydryl-3-methoxy-2-methylazetidine). RXN SMILES: [CH:1]([N:14]1[CH2:17][C@@H:16]([OH:18])[C@@H:15]1[CH3:19])([C:8]1[CH:13]=[CH:12][CH:11]=[CH:10][CH:9]=1)[C:2]1[CH:7]=[CH:6][CH:5]=[CH:4][CH:3]=1.I[CH3:21].[H-].[Na+].O>C1COCC1>[CH:1]([N:14]1[CH2:17][C@@H:16]([O:18][CH3:21])[C@@H:15]1[CH3:19])([C:8]1[CH:13]=[CH:12][CH:11]=[CH:10][CH:9]=1)[C:2]1[CH:3]=[CH:4][CH:5]=[CH:6][CH:7]=1 |f:2.3|. Procedure details: To a solution of racemic-(trans)-1-benzhydryl-2-methylazetidin-3-ol (0.198 g, 0.782 mmol) in THF (16 mL) was added iodomethane (98 μL, 1.6 mmol) and sodium hydride (0.035 g, 0.86 mmol, 60% in mineral oil). After 1.5 h, water was added and the mixture was extracted with EtOAc (3×). The combined organic phases were washed with brine, dried with sodium sulfate, filtered and concentrated under reduced pressure. The residue was purified via FCC (0-15% EtOAc/n-heptanes) to give the title compound. MS ... Reactants: CC(C)(C)OC(=O)N1CCN(c2ccc(-c3ccnc(Cl)n3)cn2)CC1, O=C(Cl)OCc1ccccc1, ClCCl, O=C(O)C(F)(F)F. Yields the product O=C(OCc1ccccc1)N1CCN(c2ccc(-c3ccnc(Cl)n3)cn2)CC1. As a reaction SMILES: [C:1]([CH3:2])([CH3:3])([CH3:4])[O:5][C:6](=[O:7])[N:8]1[CH2:9][CH2:10][N:11]([c:14]2[n:15][cH:16][c:17](-[c:20]3[n:21][c:22]([Cl:26])[n:23][cH:24][cH:25]3)[cH:18][cH:19]2)[CH2:12][CH2:13]1.[Cl:34][C:35]([O:36][CH2:38][c:39]1[cH:40][cH:41][cH:42][cH:43][cH:44]1)=[O:37].[Cl:45][CH2:46][Cl:47].[OH:27][C:28]([C:29]([F:30])([F:31])[F:32])=[O:33]>>[O:5]([C:6](=[O:7])[N:8]1[CH2:9][CH2:10][N:11]([c:14]2[n:15][cH:16][c:17](-[c:20]3[n:21][c:22]([Cl:26])[n:23][cH:24][cH:25]3)[cH:18][cH:19]2)[CH2:12][CH2:13]1)[CH2:38][c:39]1[cH:40][cH:41][cH:42][cH:43][cH:44]1. Reactants: C(C)N1CC2C(C1)O2 (1-ethyl-3,4-epoxypyrrolidine), [OH-].[Na+] (sodium hydroxide), ClC1=C(C(=CC=C1)Cl)O (2,6-dichlorophenol), one, three, O (water). Reagents/catalysts: Cl (hydrochloric acid). Run in C(Cl)Cl (methylene chloride). Product: Cl.ClC1=C(O[C@H]2[C@@H](CN(C2)CC)O)C(=CC=C1)Cl (Trans-4-(2,6-dichlorophenoxy)-1-ethyl-3-pyrrolidinol Hydrochloride). RXN SMILES: [CH2:1]([N:3]1[CH2:7][CH:6]2[O:8][CH:5]2[CH2:4]1)[CH3:2].[Cl:9][C:10]1[CH:15]=[CH:14][CH:13]=[C:12]([Cl:16])[C:11]=1[OH:17].[OH-].[Na+].O>Cl.C(Cl)Cl>[ClH:9].[Cl:9][C:10]1[CH:15]=[CH:14][CH:13]=[C:12]([Cl:16])[C:11]=1[O:17][C@@H:6]1[CH2:7][N:3]([CH2:1][CH3:2])[CH2:4][C@H:5]1[OH:8] |f:2.3,7.8|. Reported procedure: A mixture of 11.3 g. (0.10 mole) of 1-ethyl-3,4-epoxypyrrolidine, 18.0 g. (0.11 mole) of 2,6-dichlorophenol and 2 drops concentrated hydrochloric acid was heated on a steam bath overnight. The oil was dissolved in methylene chloride and wahed with three 50-ml. portions of 5% sodium hydroxide an one 50-ml. portion of water. The methylene chloride solution was dried over anhydrous sodium sulfate, concentrated and chromatogrpahed on silica gel to give 12.9 g. (47%) of and oil residue. The oil was c... The reactants are C1(=CC=CC=C1)C1=CC=C(CCl)C=C1 (4-phenylbenzylchloride), N1=C(N=CC=C1)C=1C(=CC(=C(C1)CO)Cl)Cl (5-pyrimidyl-2,4-dichlorophenylcarbinol), O1CCCC1 (tetrahydrofuran), [H-].[Na+] (sodium hydride). Solvent: O (water). Run at temperature 0 celsius, time 20 minute. Yields the product C1(=CC=CC=C1)C1=CC=C(COCC2=C(C=C(C(=C2)C2=NC=CC=N2)Cl)Cl)C=C1 (5-pyrimidyl--2,4-dichlorophenylcarbinol 4-phenylbenzylether). RXN SMILES: [N:1]1[CH:6]=[CH:5][CH:4]=[N:3][C:2]=1[C:7]1[C:8]([Cl:16])=[CH:9][C:10]([Cl:15])=[C:11]([CH2:13][OH:14])[CH:12]=1.O1CCCC1.[H-].[Na+].[C:24]1([C:30]2[CH:37]=[CH:36][C:33]([CH2:34]Cl)=[CH:32][CH:31]=2)[CH:29]=[CH:28][CH:27]=[CH:26][CH:25]=1>O>[C:24]1([C:30]2[CH:31]=[CH:32][C:33]([CH2:34][O:14][CH2:13][C:11]3[CH:12]=[C:7]([C:2]4[N:3]=[CH:4][CH:5]=[CH:6][N:1]=4)[C:8]([Cl:16])=[CH:9][C:10]=3[Cl:15])=[CH:36][CH:37]=2)[CH:25]=[CH:26][CH:27]=[CH:28][CH:29]=1 |f:2.3|. Procedure: To a 250 ml single neck round bottom flask equipped with a reflux cndensor and an argon inlet was added 3.32 gm of the 5-pyrimidyl-2,4-dichlorophenylcarbinol and 70 ml of anhydrous tetrahydrofuran. The system was cooled to 0° C. and after cooling 0.34 gm sodium hydride was added. The system was stirred for an additional 20 minutes and 3.16 gm of 4-phenylbenzylchloride was then added. The system was allowed to come to room temperature and stirred there for 1 hour. Afterwards, the system was heate... Reactants: [BH4-], CC(=O)O, CC(C)(C)C=O, Nc1ccc(Cl)cc1, [Na+], O. Product: CC(C)(C)CNc1ccc(Cl)cc1. As a reaction SMILES: [BH4-:15].[CH3:17][C:18](=[O:19])[OH:20].[CH:1]([C:2]([CH3:3])([CH3:4])[CH3:5])=[O:6].[NH2:7][c:8]1[cH:9][cH:10][c:11]([Cl:12])[cH:13][cH:14]1.[Na+:16].[OH2:21]>>[CH2:1]([C:2]([CH3:3])([CH3:4])[CH3:5])[NH:7][c:8]1[cH:9][cH:10][c:11]([Cl:12])[cH:13][cH:14]1. Starting materials: [F-].C(CCC)[N+](CCCC)(CCCC)CCCC (tetra-n-butylammonium fluoride), [Si](C)(C)(C(C)(C)C)OC1CN(C1)C1=C(C=C(C=C1)N1C(O[C@H](C1)COC1=NOC=C1)=O)F (3-(4-(3-t-Butyldimethylsilyloxy-1-azetidinyl)-3-fluorophenyl)-5(R)-(isoxazol-3-yloxy methyl)oxazolidin-2-one), O (Water). The solvent is O1CCCC1 (tetrahydrofuran). Yields the product OC1CN(C1)C1=C(C=C(C=C1)N1C(O[C@H](C1)COC1=NOC=C1)=O)F (3-(4-(3-Hydroxy-1-azetidinyl)-3-fluorophenyl)-5(R)-(isoxazol-3-yl-oxymethyl)oxazolidin-2-one). As a reaction SMILES: [Si]([O:8][CH:9]1[CH2:12][N:11]([C:13]2[CH:18]=[CH:17][C:16]([N:19]3[CH2:23][C@H:22]([CH2:24][O:25][C:26]4[CH:30]=[CH:29][O:28][N:27]=4)[O:21][C:20]3=[O:31])=[CH:15][C:14]=2[F:32])[CH2:10]1)(C(C)(C)C)(C)C.[F-].C([N+](CCCC)(CCCC)CCCC)CCC.O>O1CCCC1>[OH:8][CH:9]1[CH2:12][N:11]([C:13]2[CH:18]=[CH:17][C:16]([N:19]3[CH2:23][C@H:22]([CH2:24][O:25][C:26]4[CH:30]=[CH:29][O:28][N:27]=4)[O:21][C:20]3=[O:31])=[CH:15][C:14]=2[F:32])[CH2:10]1 |f:1.2|. Reported procedure: 3-(4-(3-t-Butyldimethylsilyloxy-1-azetidinyl)-3-fluorophenyl)-5(R)-(isoxazol-3-yloxy methyl)oxazolidin-2-one (230 mg, 0.5 mmol) was dissolved in tetrahydrofuran (10 ml), and cooled under nitrogen to 0°. A solution of tetra-n-butylammonium fluoride (1 M, 1 ml, 1 mmol) was added and the mixture allowed to come to ambient temperature. Water (2 ml) was added, and the mixture evaporated to dryness. The residue was purified by chromatography on a 10 g silica Mega Bond Elut(D column, eluting with a gra... Starting materials: C(C)N1N=NN=C1SCC(CC)O (1-[(1-ethyl-5-tetrazolyl)thio]-2-butanol), C1(CCCCC1)C[C@@H](C(CSC=1SC(=NN1)C)O)NC([C@@H](NC(C(CC(N1CCOCC1)=O)CC1=CC=CC2=CC=CC=C12)=O)CC1=CNC=N1)=O ((3S)-4-cyclohexyl-3-[(N-[1,4-dioxo-4-morpholino-2-(1-naphthylmethyl)butyl]-L-histidyl]amino]-1-[(5-methyl-1,3,4-thiadiazol-2-yl)thio]-2-butanol), (3S)-cyclohexyl-3-[(N-[1,4-dioxy-2-(1-naphthylmethyl)-4-(3-thienyl)butyl]-L-histidyl]amino]-1-(1-methyl-5-tetrazolyl)-2-butanol, [N+](=O)([O-])CC(CC)O (1-nitro-2-butanol), 3S0-4-cyclohexyl-3-[(N-[1,4-dioxo-4-morpholino-2-(1-naphthylmethyl)butyl]-L-histidinyl]amino]-1-(2-pyrimidinylthio)-2-butanol, C1(CCCCC1)C[C@@H](C(CSC1=CN=NS1)O)NC([C@@H](NC(C(CC(N1CCOCC1)=O)CC1=CC=CC2=CC=CC=C12)=O)CC1=CNC=N1)=O ((3S)-4-cyclohexyl-3-[(N-[1,4-dioxo-4-morpholino-2-(1-naphthylmethyl)butyl]-L-histidyl]amino]-1-(1,2,3-thiadiazol-5-ylthio]-2-butanol), CN1N=NN=C1S(=O)(=O)CC(CC)O ((1-methyl-5-tetrazolylsulfonyl] -2-butanol). Yields the product C1(CCCCC1)C[C@@H](C(CSC=1SC=CN1)O)NC([C@@H](NC(C(CC(N1CCOCC1)=O)CC1=CC=CC2=CC=CC=C12)=O)CC1=CNC=N1)=O ((3S)-4-cyclohexyl-3-[(N-[1,4-dioxo-4-morpholino-2-(1-naphthylmethyl)butyl]-L-histidyl]amino]-1-(2-thiazolylthio)-2-butanol). As a reaction SMILES: [CH:1]1([CH2:7][C@H:8]([NH:19][C:20](=[O:52])[C@H:21]([CH2:46][C:47]2[N:51]=[CH:50][NH:49][CH:48]=2)[NH:22][C:23](=[O:45])[CH:24]([CH2:34][C:35]2[C:44]3[C:39](=[CH:40][CH:41]=[CH:42][CH:43]=3)[CH:38]=[CH:37][CH:36]=2)[CH2:25][C:26](=[O:33])[N:27]2[CH2:32][CH2:31][O:30][CH2:29][CH2:28]2)[CH:9]([OH:18])[CH2:10][S:11][C:12]2[S:13][C:14]([CH3:17])=N[N:16]=2)[CH2:6][CH2:5][CH2:4][CH2:3][CH2:2]1.C1(C[C@H](NC(=O)[C@H](CC2N=CNC=2)NC(=O)C(CC2C3C(=CC=CC=3)C=CC=2)CC(=O)N2CCOCC2)C(O)CSC2SN=NC=2)CCCCC1.C(N1C(SCC(O)CC)=NN=N1)C.CN1C(S(CC(O)CC)(=O)=O)=NN=N1.[N+](CC(O)CC)([O-])=O>>[CH:1]1([CH2:7][C@H:8]([NH:19][C:20](=[O:52])[C@H:21]([CH2:46][C:47]2[N:51]=[CH:50][NH:49][CH:48]=2)[NH:22][C:23](=[O:45])[CH:24]([CH2:34][C:35]2[C:44]3[C:39](=[CH:40][CH:41]=[CH:42][CH:43]=3)[CH:38]=[CH:37][CH:36]=2)[CH2:25][C:26](=[O:33])[N:27]2[CH2:28][CH2:29][O:30][CH2:31][CH2:32]2)[CH:9]([OH:18])[CH2:10][S:11][C:12]2[S:13][CH:14]=[CH:17][N:16]=2)[CH2:6][CH2:5][CH2:4][CH2:3][CH2:2]1. Procedure: (3S)-4-cyclohexyl-3-[(N-[1,4-dioxo-4-morpholino-2-(1-naphthylmethyl)butyl]-L-histidyl]amino]-1-[(5-methyl-1,3,4-thiadiazol-2-yl)thio]-2-butanol; (3S0-4-cyclohexyl-3-[(N-[1,4-dioxo-4-morpholino-2-(1-naphthylmethyl)butyl]-L-histidinyl]amino]-1-(2-pyrimidinylthio)-2-butanol; (3S)-4-cyclohexyl-3-[(N-[1,4-dioxo-4-morpholino-2-(1-naphthylmethyl)butyl]-L-histidyl]amino]-1-(1,2,3-thiadiazol-5-ylthio]-2-butanol; (3S)-cyclohexyl-3-[(N-[1,4-dioxy-2-(1-naphthylmethyl)-4-(3-thienyl)butyl]-L-histidyl]amino]-1... Starting materials: C[Si](CCOCN1C=CC2=C1N=CN=C2C=2C=NN(C2)[C@H]2CC[C@H](CC2)CSC=2NC(=NN2)N)(C)C (5-[(cis-4-[4-(7-[2-(Trimethylsilyl)ethoxy]methyl-7H-pyrrolo[2,3-d]pyrimidin-4-yl)-1H-pyrazol-1-yl]cyclohexylmethyl)thio]-4H-1,2,4-triazol-3-amine), CC#N.O (CH3CN—H2O). Run in C(=O)(C(F)(F)F)O (TFA). Reaction conditions: time 2 hour. The product is N1=CN=C(C2=C1NC=C2)C=2C=NN(C2)[C@H]2CC[C@H](CC2)CSC=2NC(=NN2)N (5-[(cis-4-[4-(7H-Pyrrolo[2,3-d]pyrimidin-4-yl)-1H-pyrazol-1-yl]cyclohexylmethyl)thio]-4H-1,2,4-triazol-3-amine). RXN SMILES: C[Si](C)(C)CCOC[N:7]1[C:11]2[N:12]=[CH:13][N:14]=[C:15]([C:16]3[CH:17]=[N:18][N:19]([C@@H:21]4[CH2:26][CH2:25][C@H:24]([CH2:27][S:28][C:29]5[NH:30][C:31]([NH2:34])=[N:32][N:33]=5)[CH2:23][CH2:22]4)[CH:20]=3)[C:10]=2[CH:9]=[CH:8]1.CC#N.O>C(O)(C(F)(F)F)=O>[N:12]1[C:11]2[NH:7][CH:8]=[CH:9][C:10]=2[C:15]([C:16]2[CH:17]=[N:18][N:19]([C@@H:21]3[CH2:26][CH2:25][C@H:24]([CH2:27][S:28][C:29]4[NH:30][C:31]([NH2:34])=[N:32][N:33]=4)[CH2:23][CH2:22]3)[CH:20]=2)=[N:14][CH:13]=1 |f:1.2|. Reported procedure: 5-[(cis-4-[4-(7-[2-(Trimethylsilyl)ethoxy]methyl-7H-pyrrolo[2,3-d]pyrimidin-4-yl)-1H-pyrazol-1-yl]cyclohexylmethyl)thio]-4H-1,2,4-triazol-3-amine (9a) was dissolved in TFA (1 mL) and was stirred for 2 h. The solution was concentrated using a rotary evaporator to remove TFA. The residue was dissolved in methanol (1 mL) and ammonium hydroxide (1 mL) added. The solution was stirred overnight. LCMS showed complete de-protection. The solution was concentrated using a rotary evaporator. The product wa...